This data is from the Open Reaction Database (ORD), a public repository of structured organic reaction records. The task is: describe an organic reaction: reactants, conditions, products, and yield Starting materials: N1=CN=C(C=C1C(=O)O)C(=O)O (pyrimidine-4,6-dicarboxylic acid), C1(=CC=CC=C1)C (toluene), S(=O)(Cl)Cl (thionyl chloride), CN(C=O)C (dimethylformamide). Reaction conditions: temperature 10 celsius, time 12 hour. Yields the product C(C1=CC=CC=C1)N(C(=O)C1=NC=NC(=C1)C(=O)O)CC1=CC=CC=C1 (Pyrimidine-4,6-dicarboxylic Acid Dibenzylamide). Reaction SMILES: [N:1]1[C:6]([C:7]([OH:9])=[O:8])=[CH:5][C:4]([C:10]([OH:12])=O)=[N:3][CH:2]=1.S(Cl)(Cl)=O.[CH3:17][N:18]([CH3:21])C=O.[C:22]1(C)[CH:27]=[CH:26][CH:25]=[CH:24][CH:23]=1>>[CH2:17]([N:18]([CH2:21][C:22]1[CH:23]=[CH:24][CH:25]=[CH:26][CH:27]=1)[C:10]([C:4]1[CH:5]=[C:6]([C:7]([OH:9])=[O:8])[N:1]=[CH:2][N:3]=1)=[O:12])[C:22]1[CH:27]=[CH:26][CH:25]=[CH:24][CH:23]=1. Procedure details: 1.7 g of pyrimidine-4,6-dicarboxylic acid are suspended in 20 ml of toluene and 2.4 g of thionyl chloride and 0.2 ml of dimethylformamide are added. The mixture is heated to reflux until it is no longer possible to observe any gas evolution (about 3 hours (h)). About 5 ml of solvent are distilled off and the mixture is then cooled down to from 0 C to 10° C. and 2.7 g of benzylamine, dissolved in 10 ml of toluene, are added. The solution is slowly heated to room temperature, then stirred at room ... Yields the product CCOC(=O)c1ncn(C(CCc2cccc(Cl)c2Cl)C(C)O)n1. Reactants: CCOC(=O)c1ncn(C(CCc2cccc(Cl)c2Cl)C(C)OCc2ccccc2)n1, CO, ClC(Cl)Cl, C[Si](C)(C)I. RXN SMILES: [CH2:1]([c:2]1[cH:3][cH:4][cH:5][cH:6][cH:7]1)[O:8][CH:9]([CH3:10])[CH:11]([CH2:12][CH2:13][c:14]1[c:15]([Cl:21])[c:16]([Cl:20])[cH:17][cH:18][cH:19]1)[n:22]1[n:23][c:24]([C:27](=[O:28])[O:29][CH2:30][CH3:31])[n:25][cH:26]1.[CH3:37][OH:38].[CH:39]([Cl:40])([Cl:41])[Cl:42].[I:32][Si:33]([CH3:34])([CH3:35])[CH3:36]>>[OH:8][CH:9]([CH3:10])[CH:11]([CH2:12][CH2:13][c:14]1[c:15]([Cl:21])[c:16]([Cl:20])[cH:17][cH:18][cH:19]1)[n:22]1[n:23][c:24]([C:27](=[O:28])[O:29][CH2:30][CH3:31])[n:25][cH:26]1.